The task is: describe an organic reaction: reactants, conditions, products, and yield. This data is from the Open Reaction Database (ORD), a public repository of structured organic reaction records. Reactants: ClCCl, O=C(O)C(CC1CCCCC1)N1CC2=C(Oc3cccc(Cl)c3C2)C1=O, Nc1ccccn1, O, On1nnc2ccccc21. The product is O=C(Nc1ccccn1)C(CC1CCCCC1)N1CC2=C(Oc3cccc(Cl)c3C2)C1=O. Reaction SMILES: [CH2:44]([Cl:45])[Cl:46].[Cl:1][c:2]1[c:3]2[c:23]([cH:24][cH:25][cH:26]1)[O:22][C:6]1=[C:5]([CH2:4]2)[CH2:9][N:8]([CH:10]([C:11](=[O:12])[OH:13])[CH2:14][CH:15]2[CH2:16][CH2:17][CH2:18][CH2:19][CH2:20]2)[C:7]1=[O:21].[NH2:27][c:28]1[n:29][cH:30][cH:31][cH:32][cH:33]1.[OH2:47].[OH:34][n:35]1[c:36]2[cH:37][cH:38][cH:39][cH:40][c:41]2[n:42][n:43]1>>[Cl:1][c:2]1[c:3]2[c:23]([cH:24][cH:25][cH:26]1)[O:22][C:6]1=[C:5]([CH2:4]2)[CH2:9][N:8]([CH:10]([C:11](=[O:13])[NH:27][c:28]2[n:29][cH:30][cH:31][cH:32][cH:33]2)[CH2:14][CH:15]2[CH2:16][CH2:17][CH2:18][CH2:19][CH2:20]2)[C:7]1=[O:21]. Starting materials: C(CCO)O (1,3-Propanediol), N(=C=O)CCC[Si](OCC)(OCC)OCC (3-isocyanatopropyltriethoxy silane). The reagents and catalysts are C(CCCCCCCCCCC)(=O)[O-].C(CCCCCCCCCCC)(=O)[O-].C(CCC)[Sn+2]CCCC (dibutyltin dilaurate). Reaction conditions: time 15 minute. Yields the product CCO[Si](OCC)(OCC)OCC (TEOS). RXN SMILES: C(O)[CH2:2][CH2:3][OH:4].N(CCC[Si:12]([O:19][CH2:20][CH3:21])([O:16][CH2:17][CH3:18])[O:13][CH2:14][CH3:15])=C=O>C([O-])(=O)CCCCCCCCCCC.C([O-])(=O)CCCCCCCCCCC.C([Sn+2]CCCC)CCC>[CH3:15][CH2:14][O:13][Si:12]([O:4][CH2:3][CH3:2])([O:19][CH2:20][CH3:21])[O:16][CH2:17][CH3:18] |f:2.3.4|. Procedure: 1,3-Propanediol (2.9 g, 38.0 mmol) is reacted with 3-isocyanatopropyltriethoxy silane (16.4 g, 76.0 mmol) and 0.2% dibutyltin dilaurate catalyst. The reaction is conducted under nitrogen at room temperature in a glass vessel with mechanical stirring. An exotherm occurs after 15 minutes and the reaction is complete after 2 hours as evidenced by infrared spectroscopy. The following TEOS macromer is obtained ##STR9## as a low viscosity liquid, MW 508.72, which is stable at room temperature. Starting materials: C(C)(=O)NC=1SC2=C(N1)C(=CC=C2)OC2=CC(=NC=N2)C2=C(C=C(C=C2)C(F)(F)F)NC(=O)C2NCCCC2 (N-(2-(6-(2-Acetamidobenzo[d]thiazol-4-yloxy)pyrimidin-4-yl)-5-(trifluoromethyl)phenyl)piperidine-2-carboxamide), C(C(C)C)=O (isobutyraldehyde). RXN SMILES: [C:1]([NH:4][C:5]1[S:6][C:7]2[CH:13]=[CH:12][CH:11]=[C:10]([O:14][C:15]3[N:20]=[CH:19][N:18]=[C:17]([C:21]4[CH:26]=[CH:25][C:24]([C:27]([F:30])([F:29])[F:28])=[CH:23][C:22]=4[NH:31][C:32]([CH:34]4[CH2:39][CH2:38][CH2:37][CH2:36][NH:35]4)=[O:33])[CH:16]=3)[C:8]=2[N:9]=1)(=[O:3])[CH3:2].[CH:40](=O)[CH:41]([CH3:43])[CH3:42]>>[C:1]([NH:4][C:5]1[S:6][C:7]2[CH:13]=[CH:12][CH:11]=[C:10]([O:14][C:15]3[N:20]=[CH:19][N:18]=[C:17]([C:21]4[CH:26]=[CH:25][C:24]([C:27]([F:29])([F:30])[F:28])=[CH:23][C:22]=4[NH:31][C:32]([CH:34]4[CH2:39][CH2:38][CH2:37][CH2:36][N:35]4[CH2:40][CH:41]([CH3:43])[CH3:42])=[O:33])[CH:16]=3)[C:8]=2[N:9]=1)(=[O:3])[CH3:2]. Product: C(C)(=O)NC=1SC2=C(N1)C(=CC=C2)OC2=CC(=NC=N2)C2=C(C=C(C=C2)C(F)(F)F)NC(=O)C2N(CCCC2)CC(C)C (N-(2-(6-(2-Acetamidobenzo[d]thiazol-4-yloxy)pyrimidin-4-yl)-5-(trifluoromethyl)phenyl)-1-isobutylpiperidine-2-carboxamide). Reported procedure: N-(2-(6-(2-Acetamidobenzo[d]thiazol-4-yloxy)pyrimidin-4-yl)-5-(trifluoromethyl)phenyl)piperidine-2-carboxamide, Example 49(a), (0.50 g, 0.90 mmol) was reacted with isobutyraldehyde (0.16 mL, 1.8 mmol, Aldrich) under the conditions of Example 3(d) to give the title compound as a white solid. MS (ESI, pos. ion) m/z: 613 (M+1). Mp: 153.4-154.9° C. The reactants are CC(C(CNC1=CC(=NN1C1=CC=CC=C1)C(=O)O)=O)(C)C (5-(3,3-Dimethyl-2-oxo-butylamino)-1-phenyl-1H-pyrazole-3-carboxylic acid), N[C@@H](CC(=O)O)C1=C(C=CC=C1)C ((S)-3-Amino-3-o-tolyl-propionic acid). Product: CC(C(CNC1=CC(=NN1C1=CC=CC=C1)C(=O)N[C@@H](CC(=O)O)C1=C(C=CC=C1)C)=O)(C)C ((S)-3-{[5-(3,3-Dimethyl-2-oxo-butylamino)-1-phenyl-1H-pyrazole-3-carbonyl]-amino}-3-o-tolyl-propionic acid). Reaction SMILES: [CH3:1][C:2]([CH3:22])([CH3:21])[C:3](=[O:20])[CH2:4][NH:5][C:6]1[N:10]([C:11]2[CH:16]=[CH:15][CH:14]=[CH:13][CH:12]=2)[N:9]=[C:8]([C:17]([OH:19])=O)[CH:7]=1.[NH2:23][C@H:24]([C:29]1[CH:34]=[CH:33][CH:32]=[CH:31][C:30]=1[CH3:35])[CH2:25][C:26]([OH:28])=[O:27]>>[CH3:21][C:2]([CH3:1])([CH3:22])[C:3](=[O:20])[CH2:4][NH:5][C:6]1[N:10]([C:11]2[CH:12]=[CH:13][CH:14]=[CH:15][CH:16]=2)[N:9]=[C:8]([C:17]([NH:23][C@H:24]([C:29]2[CH:34]=[CH:33][CH:32]=[CH:31][C:30]=2[CH3:35])[CH2:25][C:26]([OH:28])=[O:27])=[O:19])[CH:7]=1. Reported procedure: This synthesis is carried out by combination of 5-(3,3-Dimethyl-2-oxo-butylamino)-1-phenyl-1H-pyrazole-3-carboxylic acid and (S)-3-Amino-3-o-tolyl-propionic acid applying General Procedure A. Reactants: ClCC(CN(CC1=CC=CC=C1)CC1=CC=CC=C1)O (1-chloro-3-dibenzylamino-2-propanol), [OH-].[Na+] (sodium hydroxide), C(Cl)(Cl)Cl (chloroform). Solvent: O (water), O (water). The product is C(C1=CC=CC=C1)N(CC1=CC=CC=C1)CC1OC1 (2-Dibenzylaminomethyl-oxirane). Isolated yield 76.0%. Reaction SMILES: Cl[CH2:2][CH:3]([OH:20])[CH2:4][N:5]([CH2:13][C:14]1[CH:19]=[CH:18][CH:17]=[CH:16][CH:15]=1)[CH2:6][C:7]1[CH:12]=[CH:11][CH:10]=[CH:9][CH:8]=1.[OH-].[Na+].C(Cl)(Cl)Cl>O>[CH2:6]([N:5]([CH2:4][CH:3]1[CH2:2][O:20]1)[CH2:13][C:14]1[CH:19]=[CH:18][CH:17]=[CH:16][CH:15]=1)[C:7]1[CH:12]=[CH:11][CH:10]=[CH:9][CH:8]=1 |f:1.2|. Procedure: 50.7 g (0.175 mol) of 1-chloro-3-dibenzylamino-2-propanol, 9.5 g (0.24 mol) of sodium hydroxide and 5 ml of water are stirred together for 1 hour at 95° C. After the addition of 50 ml of chloroform and 20 ml of water, the phases are separated and the organic phase is washed with 20 ml of water, dehydrated with sodium sulphate and concentrated by evaporation. Vacuum distillation of the yellow oil obtained yields 33.7 g (76%) of the oxirane as a colourless oil.